Task: describe an organic reaction: reactants, conditions, products, and yield. Dataset: the Open Reaction Database (ORD), a public repository of structured organic reaction records The reactants are OP(=O)(O)[O-].[K+] (KH2PO4), FeSO4.7H2O, [Na+].[Cl-] (NaCl), C(CC(O)(C(=O)O)CC(=O)O)(=O)O (citric acid), [NH4+].[OH-] (NH4OH), C(C(CO)(CO)N)O (Tris), O=C[C@H](O)[C@@H](O)[C@H](O)[C@H](O)CO (dextrose), MgSO4.7H2O, (NH4)2SO4, 6000K. The reagents and catalysts are [O-]S(=O)(=O)[O-].[Mn+2].O (MnSO4.H2O). Conditions: time 24 hour. The product is P(=O)(O)(O)OC[C@@H]1[C@H]([C@@H]([C@H](C(O)O1)N)O)O (Glucosamine-6-Phosphate). RXN SMILES: [OH:1][P:2]([O-:5])([OH:4])=[O:3].[K+].C(O)(=O)CC(CC(O)=O)(C(O)=O)O.[O:20]=[CH:21][C@@H:22]([C@H:24]([C@@H:26]([C@@H:28]([CH2:30]O)[OH:29])[OH:27])[OH:25])O.[NH4+].[OH-].C(O)C([NH2:40])(CO)CO.[Na+].[Cl-]>[O-]S([O-])(=O)=O.[Mn+2].O>[P:2]([O:5][CH2:30][C@H:28]1[O:29][CH:21]([OH:20])[C@H:22]([NH2:40])[C@@H:24]([OH:25])[C@@H:26]1[OH:27])([OH:4])([OH:1])=[O:3] |f:0.1,4.5,7.8,9.10.11|. Procedure details: coli cells from frozen vials were inoculated into a flask culture containing 12 L fermentation seed medium. The medium contained the following chemicals (g/L): corn steep liquor, 10; KH2PO4, 2.5; MgSO4.7H2O, 2.0; (NH4)2SO4, 0.5; citric acid, 0.192; FeSO4.7H2O, 0.03; MnSO4.H2O, 0.021; antifoam 6000K, 0.5; dextrose, 84. The seed fermentor was operated at 39° C. at an agitation speed of 700 rpm and an airflow of 3.5 LPM. The pH of the fermentation was maintained at 6.9 with 21% NH4OH. After 24 hour...